From a dataset of the Open Reaction Database (ORD), a public repository of structured organic reaction records. describe an organic reaction: reactants, conditions, products, and yield The reactants are ClC1=CC=C(C=C1)N1N=C2C(=CNC=3C=CC=CC23)C1=O (2-(p-chlorophenyl)-pyrazolo[4,3-c]quinolin-3(5H)-one), S(=O)(=O)(OC)OC (dimethyl sulfate). Reaction conditions: time 2 hour. The product is CN1N(C(C=2C=NC=3C=CC=CC3C21)=O)C2=CC=C(C=C2)Cl (1-methyl-2-(p-chlorophenyl)-pyrazolo[4,3-c]quinolin-3-one). Reaction SMILES: [Cl:1][C:2]1[CH:7]=[CH:6][C:5]([N:8]2[C:20](=[O:21])[C:11]3=[CH:12][NH:13][C:14]4[CH:15]=[CH:16][CH:17]=[CH:18][C:19]=4[C:10]3=[N:9]2)=[CH:4][CH:3]=1.S(OC)(O[CH3:26])(=O)=O>>[CH3:26][N:9]1[C:10]2[C:19]3[CH:18]=[CH:17][CH:16]=[CH:15][C:14]=3[N:13]=[CH:12][C:11]=2[C:20](=[O:21])[N:8]1[C:5]1[CH:6]=[CH:7][C:2]([Cl:1])=[CH:3][CH:4]=1. Procedure details: The mixture of 3.0 g of 2-(p-chlorophenyl)-pyrazolo[4,3-c]quinolin-3(5H)-one and 100 ml of dimethyl sulfate is stirred at 110°-130° for 2 hours and evaporated. The residue is dissolved in N aqueous sodium hydroxide, the solution extracted with methylene chloride and the extract evaporated. The residue is recrystallized from diethyl ether, to yield the 1-methyl-2-(p-chlorophenyl)-pyrazolo[4,3-c]quinolin-3-one melting at 158°-161°. The reactants are NCCC=1N=C(SC1)NC(=O)NC1=C(C=C(C=C1)C)C(=O)C1CCCC1 (1-[4-(amino-ethyl)-thiazol-2-yl]-3-(2-cyclopentanecarbonyl-4-methyl-phenyl)-urea), C1(CCC(=O)O1)=O (succinic anhydride). The solvent is C(Cl)Cl (DCM). Yields the product C1(CCCC1)C(=O)C1=C(C=CC(=C1)C)NC(NC=1SC=C(N1)CCNCCC(=O)O)=O (3-(2-{-2-[3-(2-Cyclopentanecarbonyl-4-methyl-phenyl)-ureido]-thiazol-4-yl}-ethyl amino)-propionic acid). The yield is 56.2%. RXN SMILES: [NH2:1][CH2:2][CH2:3][C:4]1[N:5]=[C:6]([NH:9][C:10]([NH:12][C:13]2[CH:18]=[CH:17][C:16]([CH3:19])=[CH:15][C:14]=2[C:20]([CH:22]2[CH2:26][CH2:25][CH2:24][CH2:23]2)=[O:21])=[O:11])[S:7][CH:8]=1.C1(=O)[O:32][C:30](=[O:31])[CH2:29][CH2:28]1>C(Cl)Cl>[CH:22]1([C:20]([C:14]2[CH:15]=[C:16]([CH3:19])[CH:17]=[CH:18][C:13]=2[NH:12][C:10](=[O:11])[NH:9][C:6]2[S:7][CH:8]=[C:4]([CH2:3][CH2:2][NH:1][CH2:28][CH2:29][C:30]([OH:32])=[O:31])[N:5]=2)=[O:21])[CH2:23][CH2:24][CH2:25][CH2:26]1. Procedure: 1-[4-(amino-ethyl)-thiazol-2-yl]-3-(2-cyclopentanecarbonyl-4-methyl-phenyl)-urea (0.03 g, 0.08 mmol) and succinic anhydride (0.02 g, 0.16 mmol) in 10 mL DCM were refluxed for 2 h. Reaction was concentrated and purified on silica gel using 5% MeOH/EtOAc to yield the pure product (20 mg, 53%). The reactants are C1(=CC=CC=C1)OC(NC=1C(=NC(=C(C1)C)C)OC)=O (Phenyl-N-(5,6-dimethyl-2-methoxypyridin-3-yl)carbamate), ClC=1C=C(C=CC1)N1CCNCC1 (1-(3-chlorophenyl)piperazine). The product is CC=1C=C(C(=NC1C)OC)NC(=O)N1CCN(CC1)C1=CC(=CC=C1)Cl (1-[(5,6-dimethyl-2-methoxypyridin-3-yl)aminocarbonyl]-4-(3-chlorophenyl)piperazine). Yield: 92.0%. As a reaction SMILES: C1(O[C:8](=[O:20])[NH:9][C:10]2[C:11]([O:18][CH3:19])=[N:12][C:13]([CH3:17])=[C:14]([CH3:16])[CH:15]=2)C=CC=CC=1.[Cl:21][C:22]1[CH:23]=[C:24]([N:28]2[CH2:33][CH2:32][NH:31][CH2:30][CH2:29]2)[CH:25]=[CH:26][CH:27]=1>>[CH3:16][C:14]1[CH:15]=[C:10]([NH:9][C:8]([N:31]2[CH2:30][CH2:29][N:28]([C:24]3[CH:25]=[CH:26][CH:27]=[C:22]([Cl:21])[CH:23]=3)[CH2:33][CH2:32]2)=[O:20])[C:11]([O:18][CH3:19])=[N:12][C:13]=1[CH3:17]. Reported procedure: Phenyl-N-(5,6-dimethyl-2-methoxypyridin-3-yl)carbamate and 1-(3-chlorophenyl)piperazine were reacted by the same way with the example 1 to obtain the titled compound.